This data is from the Open Reaction Database (ORD), a public repository of structured organic reaction records. The task is: describe an organic reaction: reactants, conditions, products, and yield As a reaction SMILES: [Br:16][CH2:17][C:18](=[CH:19][c:20]1[cH:21][cH:22][c:23]([CH:26]([CH3:27])[CH3:28])[cH:24][cH:25]1)[CH3:29].[CH3:31][N:32]([CH3:33])[CH:34]=[O:35].[H-:14].[Na+:15].[OH2:30].[OH:1][c:2]1[c:3]([CH3:13])[c:4]([CH3:12])[c:5]([NH:9][CH:10]=[O:11])[c:6]([CH3:8])[cH:7]1>>[O:1]([c:2]1[c:3]([CH3:13])[c:4]([CH3:12])[c:5]([NH:9][CH:10]=[O:11])[c:6]([CH3:8])[cH:7]1)[CH2:17][C:18](=[CH:19][c:20]1[cH:21][cH:22][c:23]([CH:26]([CH3:27])[CH3:28])[cH:24][cH:25]1)[CH3:29]. Starting materials: CC(=Cc1ccc(C(C)C)cc1)CBr, CN(C)C=O, [H-], [Na+], O, Cc1cc(O)c(C)c(C)c1NC=O. Product: CC(=Cc1ccc(C(C)C)cc1)COc1cc(C)c(NC=O)c(C)c1C. Starting materials: N1CCC2=CC(=CC=C12)N1C(N(C=2C1=NC=CC2)CC)=O (3-(2,3-dihydro-1H-indol-5-yl)-1-ethyl-1,3-dihydro-2H-imidazo[4,5-b]pyridin-2-one), ClC1=NC=2C(=NC=CC2)N1 (2-chloro-3H-imidazo[4,5-b]pyridine), O (water). The solvent is CN1CCCC1=O (NMP). Conditions: temperature 150 celsius, time 2 hour. Product: C(C)N1C(N(C2=NC=CC=C21)C=2C=C1CCN(C1=CC2)C2=NC=1C(=NC=CC1)N2)=O (1-ethyl-3-[1-(3H-imidazo[4,5-b]pyridin-2-yl)-2,3-dihydro-1H-indol-5-yl]-1,3-dihydro-2H-imidazo[4,5-b]pyridin-2-one). Yield: 12.7%. RXN SMILES: [NH:1]1[C:9]2[C:4](=[CH:5][C:6]([N:10]3[C:14]4=[N:15][CH:16]=[CH:17][CH:18]=[C:13]4[N:12]([CH2:19][CH3:20])[C:11]3=[O:21])=[CH:7][CH:8]=2)[CH2:3][CH2:2]1.Cl[C:23]1[NH:31][C:26]2=[N:27][CH:28]=[CH:29][CH:30]=[C:25]2[N:24]=1.O>CN1C(=O)CCC1>[CH2:19]([N:12]1[C:13]2[C:14](=[N:15][CH:16]=[CH:17][CH:18]=2)[N:10]([C:6]2[CH:5]=[C:4]3[C:9](=[CH:8][CH:7]=2)[N:1]([C:23]2[NH:31][C:26]4=[N:27][CH:28]=[CH:29][CH:30]=[C:25]4[N:24]=2)[CH2:2][CH2:3]3)[C:11]1=[O:21])[CH3:20]. Procedure: Under nitrogen atmosphere, a mixture of 3-(2,3-dihydro-1H-indol-5-yl)-1-ethyl-1,3-dihydro-2H-imidazo[4,5-b]pyridin-2-one (100 mg) and 2-chloro-3H-imidazo[4,5-b]pyridine (60.3 mg) in NMP (4 mL) was stirred at 150° C. for 2 h, treated with water, and extracted with AcOEt. The organic layer was dried over MgSO4 and concentrated in vacuo. The residue was purified by prep. HPLC. Crystallization from EtOH/H2O to give the title compound (18.0 mg). Reactants: O=C1CCC=2NC(=CC21)C(=O)OC (methyl 4-oxo-1,4,5,6-tetrahydrocyclopenta[b]pyrrole-2-carboxylate), FC=1C=C(C=C(C1)F)[Mg]Br (3,5-difluorophenylmagnesium bromide). Yields the product FC=1C=C(C=C(C1)F)C1CCC=2NC(=CC21)C(=O)OC (methyl 4-(3,5-difluorophenyl)-1,4,5,6-tetrahydrocyclopenta[b]pyrrole-2-carboxylate), FC=1C=C(C=C(C1)F)C1=CCC=2NC(=CC21)C(=O)OC (methyl 4-(3,5-difluorophenyl)-1,6-dihydrocyclopenta[b]pyrrole-2-carboxylate). As a reaction SMILES: O=[C:2]1[C:9]2[CH:8]=[C:7]([C:10]([O:12][CH3:13])=[O:11])[NH:6][C:5]=2[CH2:4][CH2:3]1.[F:14][C:15]1[CH:16]=[C:17]([Mg]Br)[CH:18]=[C:19]([F:21])[CH:20]=1>>[F:14][C:15]1[CH:16]=[C:17]([CH:2]2[C:9]3[CH:8]=[C:7]([C:10]([O:12][CH3:13])=[O:11])[NH:6][C:5]=3[CH2:4][CH2:3]2)[CH:18]=[C:19]([F:21])[CH:20]=1.[F:14][C:15]1[CH:16]=[C:17]([C:2]2[C:9]3[CH:8]=[C:7]([C:10]([O:12][CH3:13])=[O:11])[NH:6][C:5]=3[CH2:4][CH:3]=2)[CH:18]=[C:19]([F:21])[CH:20]=1. Procedure: The title compound was synthesized in two steps. First, methyl 4-oxo-1,4,5,6-tetrahydrocyclopenta[b]pyrrole-2-carboxylate (0.5 g, 2.79 mmol) was reacted with 3,5-difluorophenylmagnesium bromide (14 mL, 6.97 mmol, 0.5 M in THF, 2.5 equiv) according to General Procedure 3 to give methyl 4-(3,5-difluorophenyl)-1,6-dihydrocyclopenta[b]pyrrole-2-carboxylate, followed by hydrogenation according to General Procedure 6 (with 5% Pd/C), and was purified by column chromatography (Isco CombiFlash) eluting w... Reactants: N[C@@H]1C(N[C@@H]1C(=O)OC)=O (methyl cis-3-amino-2-oxoazetidine-4-carboxylate), C(O)([O-])=O.[Na+] (sodium hydrogen carbonate), Cl.ClCC(=O)NC=1SC=C(N1)/C(/C(=O)Cl)=N/OCC=C (2-(2-chloroacetamido-4-thiazolyl)-(Z)-allyloxyiminoacetyl chloride hydrochloride). Run in O1CCCC1 (tetrahydrofuran), O (water). Reaction conditions: time 2 hour. The product is ClCC(=O)NC=1SC=C(N1)C(C(=O)N[C@@H]1C(N[C@@H]1C(=O)OC)=O)=NOCC=C (methyl cis-3-[2-(2-chloroacetamido-4-thiazolyl)-2-allyloxyiminoacetamido]-2-oxoazetidine-4-carboxylate). RXN SMILES: [NH2:1][C@H:2]1[C@@H:5]([C:6]([O:8][CH3:9])=[O:7])[NH:4][C:3]1=[O:10].C(=O)([O-])O.[Na+].Cl.[Cl:17][CH2:18][C:19]([NH:21][C:22]1[S:23][CH:24]=[C:25](/[C:27](=[N:31]/[O:32][CH2:33][CH:34]=[CH2:35])/[C:28](Cl)=[O:29])[N:26]=1)=[O:20]>O1CCCC1.O>[Cl:17][CH2:18][C:19]([NH:21][C:22]1[S:23][CH:24]=[C:25]([C:27](=[N:31][O:32][CH2:33][CH:34]=[CH2:35])[C:28]([NH:1][C@H:2]2[C@@H:5]([C:6]([O:8][CH3:9])=[O:7])[NH:4][C:3]2=[O:10])=[O:29])[N:26]=1)=[O:20] |f:1.2,3.4|. Procedure: In a mixture of 2 ml of tetrahydrofuran and 2 ml of water is dissolved 185.5 mg of methyl cis-3-amino-2-oxoazetidine-4-carboxylate and under ice-cooling and stirring 469.6 mg of sodium hydrogen carbonate and successively, 600 mg of 2-(2-chloroacetamido-4-thiazolyl)-(Z)-allyloxyiminoacetyl chloride hydrochloride is added. The mixture is stirred at room temperature for 2 hours and concentrated under reduced pressure. To the residue is added 20 ml of water and the insolubles are collected by filtra... Starting materials: Cc1cc(C(=O)O)c2cccccc1-2, O=C(Cl)C(=O)Cl, ClCCl. RXN SMILES: [CH3:1][c:2]1[cH:3][c:4]([C:12](=[O:13])[OH:14])[c:5]2[cH:6][cH:7][cH:8][cH:9][cH:10][c:11]1-2.[Cl:15][C:16]([C:17]([Cl:18])=[O:19])=[O:20].[Cl:21][CH2:22][Cl:23]>>[CH3:1][c:2]1[cH:3][c:4]([C:12](=[O:14])[Cl:15])[c:5]2[cH:6][cH:7][cH:8][cH:9][cH:10][c:11]1-2. Product: Cc1cc(C(=O)Cl)c2cccccc1-2.